From a dataset of the Open Reaction Database (ORD), a public repository of structured organic reaction records. describe an organic reaction: reactants, conditions, products, and yield Conditions: temperature 150 celsius, time 1 hour. Procedure details: Ammonium acetate (1.17 g, 15.2 mmol) was added to an ambient temperature solution of tert-butyl [4-(4-{2-(acetylamino)-3-[(4,4-dimethyl-2-oxohexyl)amino]-3-oxopropyl}phenyl)-1-methyl-1H-pyrazol-3-yl]carbamate (160 mg, 0.30 mmol) in xylene (5 mL). After stirring at 150° C. for 1 h, the reaction mixture was quenched with saturated aqueous sodium bicarbonate and extracted with ethyl acetate and methylene chloride. The combined organic extracts were dried (magnesium sulfate) and concentrated in vacu... Starting materials: C(C)(=O)[O-].[NH4+] (Ammonium acetate), C(C)(=O)NC(CC1=CC=C(C=C1)C=1C(=NN(C1)C)NC(OC(C)(C)C)=O)C(=O)NCC(CC(CC)(C)C)=O (tert-butyl [4-(4-{2-(acetylamino)-3-[(4,4-dimethyl-2-oxohexyl)amino]-3-oxopropyl}phenyl)-1-methyl-1H-pyrazol-3-yl]carbamate). RXN SMILES: C([O-])(=O)C.[NH4+:5].[C:6]([NH:9][CH:10]([C:32]([NH:34][CH2:35][C:36](=O)[CH2:37][C:38]([CH3:42])([CH3:41])[CH2:39][CH3:40])=O)[CH2:11][C:12]1[CH:17]=[CH:16][C:15]([C:18]2[C:19]([NH:24][C:25](=[O:31])[O:26][C:27]([CH3:30])([CH3:29])[CH3:28])=[N:20][N:21]([CH3:23])[CH:22]=2)=[CH:14][CH:13]=1)(=[O:8])[CH3:7]>C1(C)C(C)=CC=CC=1>[C:27]([O:26][C:25](=[O:31])[NH:24][C:19]1[C:18]([C:15]2[CH:16]=[CH:17][C:12]([CH2:11][CH:10]([NH:9][C:6](=[O:8])[CH3:7])[C:32]3[NH:34][CH:35]=[C:36]([CH2:37][C:38]([CH3:41])([CH3:42])[CH2:39][CH3:40])[N:5]=3)=[CH:13][CH:14]=2)=[CH:22][N:21]([CH3:23])[N:20]=1)([CH3:29])([CH3:30])[CH3:28] |f:0.1|. The product is C(C)(C)(C)OC(NC1=NN(C=C1C1=CC=C(C=C1)CC(C=1NC=C(N1)CC(CC)(C)C)NC(C)=O)C)=O (tert-butyl[4-(4-{2-(acetylamino)-2-[4-(2,2-dimethylbutyl)-1H-imidazol-2-yl]ethyl}phenyl)-1-methyl-1H-pyrazol-3-yl]carbamate). The solvent is C=1(C(=CC=CC1)C)C (xylene). Starting materials: [OH-].[K+] (KOH), [OH-].[K+] (KOH), Cl (HCl), OC1=CC=C(C(=O)O)C=C1 (para-hydroxybenzoic acid), C(CCCCCCCCC)(=O)Cl (decanoyl chloride), Cl (HCl). The solvent is C(C)(C)O (isopropanol), O (water). Conditions: temperature 25 celsius, time 1 hour. The product is C(CCCCCCCCC)(=O)OC1=CC=C(C(=O)O)C=C1 (Para-Decanoyloxybenzoic Acid). As a reaction SMILES: [OH:1][C:2]1[CH:10]=[CH:9][C:5]([C:6]([OH:8])=[O:7])=[CH:4][CH:3]=1.[OH-].[K+].[C:13](Cl)(=[O:23])[CH2:14][CH2:15][CH2:16][CH2:17][CH2:18][CH2:19][CH2:20][CH2:21][CH3:22].Cl>O.C(O)(C)C>[C:13]([O:1][C:2]1[CH:10]=[CH:9][C:5]([C:6]([OH:8])=[O:7])=[CH:4][CH:3]=1)(=[O:23])[CH2:14][CH2:15][CH2:16][CH2:17][CH2:18][CH2:19][CH2:20][CH2:21][CH3:22] |f:1.2|. Procedure details: 69.1 g (0.5 mol) of para-hydroxybenzoic acid were first dissolved in 200 ml of water and 300 ml of isopropanol and this solution was adjusted to a pH of 10.5 at 20 to 25° C. using 78.4 g of KOH solution (50% strength by weight aqueous solution, 0.7 mol). Metered into this solution then at a pH of 10.5, over the course of three hours, were 95.4 g (0.5 mol) of decanoyl chloride. The pH was held at 10.5 using 44.0 g of KOH solution (50% strength by weight aqueous solution, 0.392 mol), and the tempe... Starting materials: CC(CC(=O)C1=CC=CC=C1)C (3-methylbutyrophenone), [Cl-].O[NH3+] (hydroxylammonium chloride). The solvent is C(C)O (ethanol). Conditions: time 16 hour. The product is CC(CC(C1=CC=CC=C1)=NO)C (3-methylbutyrophenone oxime). Isolated yield 91.5%. As a reaction SMILES: [CH3:1][CH:2]([CH3:12])[CH2:3][C:4]([C:6]1[CH:11]=[CH:10][CH:9]=[CH:8][CH:7]=1)=O.[Cl-].[OH:14][NH3+:15]>C(O)C>[CH3:1][CH:2]([CH3:12])[CH2:3][C:4](=[N:15][OH:14])[C:6]1[CH:11]=[CH:10][CH:9]=[CH:8][CH:7]=1 |f:1.2|. Reported procedure: A mixture of the above ketone (20.6 g, 127 mmol), hydroxylammonium chloride (17.7 g, 254 mmol) and absolute ethanol (200 ml) was heated at reflux for 1 h and then stirred at ambient temperature for 16 h. The solvent was evaporated in vacuo. The residue was suspended in water (200 ml) and the resulting mixture was extracted with dichloromethane (2×100 ml). The combined organic phases were washed with water (50 ml) and brine (10 ml) and dried (MgSO4). The solvent was evaporated in vacuo to give 20... Starting materials: C(C)(C)(C)NS(=O)(=O)C=1SC(=CC1)C=1N=CN(C1)C1=NC(=CC(=N1)C(F)(F)F)C1=CC=C(C=C1)C(F)(F)F (5-{1-[4-trifluoromethyl-6-(4-trifluoromethylphenyl)-pyrimidin-2-yl]-1H-imidazol-4-yl}-thiophene-2-sulfonic acid tert-butyl amide), C(=O)(C(F)(F)F)O (TFA). Solvent: ClCCl (dichloromethane). Reaction conditions: time 15 hour. Yields the product FC(C1=NC(=NC(=C1)C1=CC=C(C=C1)C(F)(F)F)N1C=NC(=C1)C1=CC=C(S1)S(=O)(=O)N)(F)F (5-{1-[4-Trifluoromethyl-6-(4-trifluoromethyl-phenyl)-pyrimidin-2-yl]-1H-imidazol-4-yl}-thiophene-2-sulfonic acid amide). Yield: 16.0%. As a reaction SMILES: C([NH:5][S:6]([C:9]1[S:10][C:11]([C:14]2[N:15]=[CH:16][N:17]([C:19]3[N:24]=[C:23]([C:25]([F:28])([F:27])[F:26])[CH:22]=[C:21]([C:29]4[CH:34]=[CH:33][C:32]([C:35]([F:38])([F:37])[F:36])=[CH:31][CH:30]=4)[N:20]=3)[CH:18]=2)=[CH:12][CH:13]=1)(=[O:8])=[O:7])(C)(C)C.C(O)(C(F)(F)F)=O>ClCCl>[F:28][C:25]([F:26])([F:27])[C:23]1[CH:22]=[C:21]([C:29]2[CH:34]=[CH:33][C:32]([C:35]([F:36])([F:38])[F:37])=[CH:31][CH:30]=2)[N:20]=[C:19]([N:17]2[CH:18]=[C:14]([C:11]3[S:10][C:9]([S:6]([NH2:5])(=[O:8])=[O:7])=[CH:13][CH:12]=3)[N:15]=[CH:16]2)[N:24]=1. Procedure details: To a cooled and stirred solution of 5-{1-[4-trifluoromethyl-6-(4-trifluoromethylphenyl)-pyrimidin-2-yl]-1H-imidazol-4-yl}-thiophene-2-sulfonic acid tert-butyl amide (0.43 g) in dichloromethane (6 mL) was added TFA (6 mL) and the reaction mixture was allowed to stir at room temperature for 15 h. The mixture was evaporated to dryness and purified by flash chromatography (heptane/ethyl acetate) and crystallization (dichloromethane/MeOH/hexane) to yield the title compound as a white solid (0.062 g, ...